The task is: describe an organic reaction: reactants, conditions, products, and yield. This data is from the Open Reaction Database (ORD), a public repository of structured organic reaction records. Starting materials: CN(N=C(C1=C(C=CC=C1)Cl)Cl)S(=O)(=O)C1=CC=CC=C1 (N-methyl-N-(benzenesulfonyl)-2-chlorobenzohydrazonoyl chloride), FC1=C(C#N)C=C(C=C1)CCCCCC (2-fluoro-5-hexylbenzonitrile), [Cl-].[Al+3].[Cl-].[Cl-] (aluminum chloride), ClC1=C(C=CC=C1)Cl (o-dichlorobenzene). Run in C(Cl)(Cl)Cl (chloroform). Reaction conditions: temperature 140 celsius, time 30 minute. The product is ClC1=C(C=CC=C1)C1=NN(C(=N1)C1=C(C=CC(=C1)CCCCCC)F)C (3-(2-chlorophenyl)-5-(2-fluoro-5-hexylphenyl) 1-methyl-1H-1,2,4-triazole). The yield is 71.8%. RXN SMILES: [CH3:1][N:2](S(C1C=CC=CC=1)(=O)=O)[N:3]=[C:4](Cl)[C:5]1[CH:10]=[CH:9][CH:8]=[CH:7][C:6]=1[Cl:11].[F:22][C:23]1[CH:30]=[CH:29][C:28]([CH2:31][CH2:32][CH2:33][CH2:34][CH2:35][CH3:36])=[CH:27][C:24]=1[C:25]#[N:26].[Cl-].[Al+3].[Cl-].[Cl-].ClC1C=CC=CC=1Cl>C(Cl)(Cl)Cl>[Cl:11][C:6]1[CH:7]=[CH:8][CH:9]=[CH:10][C:5]=1[C:4]1[N:26]=[C:25]([C:24]2[CH:27]=[C:28]([CH2:31][CH2:32][CH2:33][CH2:34][CH2:35][CH3:36])[CH:29]=[CH:30][C:23]=2[F:22])[N:2]([CH3:1])[N:3]=1 |f:2.3.4.5|. Reported procedure: A mixture of N-methyl-N-(benzenesulfonyl)-2-chlorobenzohydrazonoyl chloride (2.06 g), 2-fluoro-5-hexylbenzonitrile (1.23 g), anhydrous aluminum chloride (0.88 g) and o-dichlorobenzene (5 ml) is stirred at an oil bath temperature of 140° C. for 30 minutes. After cooling, the reaction mixture is dissolved in chloroform (200 ml), washed with dilute hydrochloric acid, dilute aqueous solution of sodium hydroxide and saline in this order, dried over anhydrous magnesium sulfate and concentrated under r... The reactants are O[C@@H]1C[C@@H]([C@H](N(C1)C(=O)OC)C(=O)N1CCN(CC1)C1=CC=CC=C1)C(=O)OC (dimethyl(2S,3S,5R)-5-hydroxy-2-[(4-phenylpiperazin-1-yl)carbonyl]piperidine-1,3-dicarboxylate), O1CCCC1 (tetrahydrofuran), FC=1C=C(C=CC1)O (3-fluoro-phenol), C1(=CC=CC=C1)P(C1=CC=CC=C1)C1=CC=CC=C1 (triphenylphosphine), N(=NC(=O)OCC)C(=O)OCC (diethyl azodicarboxylate). Conditions: temperature 70 celsius. Product: FC=1C=C(O[C@H]2C[C@@H]([C@H](N(C2)C(=O)OC)C(=O)N2CCN(CC2)C2=CC=CC=C2)C(=O)OC)C=CC1 (dimethyl(2S,3S,5S)-5-(3-fluorophenoxy)-2-[(4-phenylpiperazin-1-yl)carbonyl]piperidine-1,3-dicarboxylate). As a reaction SMILES: [OH:1][C@H:2]1[CH2:7][N:6]([C:8]([O:10][CH3:11])=[O:9])[C@H:5]([C:12]([N:14]2[CH2:19][CH2:18][N:17]([C:20]3[CH:25]=[CH:24][CH:23]=[CH:22][CH:21]=3)[CH2:16][CH2:15]2)=[O:13])[C@@H:4]([C:26]([O:28][CH3:29])=[O:27])[CH2:3]1.O1CCCC1.[F:35][C:36]1[CH:37]=[C:38](O)[CH:39]=[CH:40][CH:41]=1.C1(P(C2C=CC=CC=2)C2C=CC=CC=2)C=CC=CC=1.N(C(OCC)=O)=NC(OCC)=O>>[F:35][C:36]1[CH:41]=[C:40]([CH:39]=[CH:38][CH:37]=1)[O:1][C@@H:2]1[CH2:7][N:6]([C:8]([O:10][CH3:11])=[O:9])[C@H:5]([C:12]([N:14]2[CH2:19][CH2:18][N:17]([C:20]3[CH:25]=[CH:24][CH:23]=[CH:22][CH:21]=3)[CH2:16][CH2:15]2)=[O:13])[C@@H:4]([C:26]([O:28][CH3:29])=[O:27])[CH2:3]1. Procedure details: To a solution of dimethyl(2S,3S,5R)-5-hydroxy-2-[(4-phenylpiperazin-1-yl)carbonyl]piperidine-1,3-dicarboxylate (50.0 mg, 0.000123 mol) in tetrahydrofuran (0.50 mL, 0.00617 mol) was added 3-fluoro-phenol (0.0134 mL, 0.000148 mol), triphenylphosphine (38.8 mg, 0.000148 mol), followed by diethyl azodicarboxylate (0.0233 mL, 0.000148 mol). The mixture was heated at 70 Celsius overnight. After concentrated to dry, the mixture was purified on silica gel, eluting with 0 to 40% EtOAc in hexane, to gener... Starting materials: CSc1nc(C(=O)O)cc(N2CCC(NC(=O)c3cc(Br)c(C)[nH]3)CC2)n1, CO, N. Yields the product CSc1nc(C(N)=O)cc(N2CCC(NC(=O)c3cc(Br)c(C)[nH]3)CC2)n1. Reaction SMILES: [Br:1][c:2]1[cH:3][c:4]([C:8](=[O:9])[NH:10][CH:11]2[CH2:12][CH2:13][N:14]([c:17]3[cH:18][c:19]([C:25](=[O:26])[OH:27])[n:20][c:21]([S:23][CH3:24])[n:22]3)[CH2:15][CH2:16]2)[nH:5][c:6]1[CH3:7].[CH3:29][OH:30].[NH3:28]>>[Br:1][c:2]1[cH:3][c:4]([C:8](=[O:9])[NH:10][CH:11]2[CH2:12][CH2:13][N:14]([c:17]3[cH:18][c:19]([C:25](=[O:26])[NH2:28])[n:20][c:21]([S:23][CH3:24])[n:22]3)[CH2:15][CH2:16]2)[nH:5][c:6]1[CH3:7]. Starting materials: O=C([O-])[O-], Cc1cc(CC2CCNCC2)cc2c1C(=O)N(Cc1ccc(OC(F)(F)F)cc1)C2, CC#N, ClCc1ccccn1, Cl, [K+], [K+], O. The product is Cc1cc(CC2CCN(Cc3ccccn3)CC2)cc2c1C(=O)N(Cc1ccc(OC(F)(F)F)cc1)C2. Reaction SMILES: [C:40](=[O:41])([O-:42])[O-:43].[CH3:10][c:11]1[cH:12][c:13]([CH2:33][CH:34]2[CH2:35][CH2:36][NH:37][CH2:38][CH2:39]2)[cH:14][c:15]2[c:19]1[C:18](=[O:20])[N:17]([CH2:21][c:22]1[cH:23][cH:24][c:25]([O:28][C:29]([F:30])([F:31])[F:32])[cH:26][cH:27]1)[CH2:16]2.[CH3:46][C:47]#[N:48].[Cl:2][CH2:3][c:4]1[n:5][cH:6][cH:7][cH:8][cH:9]1.[ClH:1].[K+:44].[K+:45].[OH2:49]>>[CH2:3]([c:4]1[n:5][cH:6][cH:7][cH:8][cH:9]1)[N:37]1[CH2:36][CH2:35][CH:34]([CH2:33][c:13]2[cH:12][c:11]([CH3:10])[c:19]3[c:15]([cH:14]2)[CH2:16][N:17]([CH2:21][c:22]2[cH:23][cH:24][c:25]([O:28][C:29]([F:30])([F:31])[F:32])[cH:26][cH:27]2)[C:18]3=[O:20])[CH2:39][CH2:38]1. The reactants are C1(=CC=CC=C1)C1(CC1)N (1-phenylcyclopropanamine), CCN(C(C)C)C(C)C (DIPEA), ClC1=CC(=NC=C1C(=O)N)Cl (4,6-dichloronicotinamide). Run in C(=O)(C)C#N (AcCN). Reaction conditions: temperature 60 celsius. Yields the product ClC1=NC=C(C(=O)N)C(=C1)NC1(CC1)C1=CC=CC=C1 (6-chloro-4-(1-phenylcyclopropylamino)nicotinamide). Yield: 36.5%. RXN SMILES: Cl[C:2]1[C:7]([C:8]([NH2:10])=[O:9])=[CH:6][N:5]=[C:4]([Cl:11])[CH:3]=1.[C:12]1([C:18]2([NH2:21])[CH2:20][CH2:19]2)[CH:17]=[CH:16][CH:15]=[CH:14][CH:13]=1.CCN(C(C)C)C(C)C>C(C#N)(C)=O>[Cl:11][C:4]1[CH:3]=[C:2]([NH:21][C:18]2([C:12]3[CH:17]=[CH:16][CH:15]=[CH:14][CH:13]=3)[CH2:20][CH2:19]2)[C:7]([C:8]([NH2:10])=[O:9])=[CH:6][N:5]=1. Procedure: To a suspension of 4,6-dichloronicotinamide (191 mg, 1 mmol) in AcCN (2 mL) was added 1-phenylcyclopropanamine (160 mg, 1.2 mmol) and DIPEA (0.213 mL, 1.2 mmol). The mixture was heated at 60° C. for 2 days. The mixture was concentrated and purified by column chromatography to give 6-chloro-4-(1-phenylcyclopropylamino)nicotinamide (105 mg).